Dataset: the Open Reaction Database (ORD), a public repository of structured organic reaction records. Task: describe an organic reaction: reactants, conditions, products, and yield Starting materials: C(C)(=O)C1=C(C(=C(OCCCSC2=CC=C(C(=O)NCC(OCC)=O)C=C2)C=C1)CCC)O (4-(3-(4-Acetyl-3-hydroxy-2-propylphenoxy)propylthio)-N-(2-oxo-2-ethoxyethyl)benzamide), [OH-].[Na+] (NaOH), O (water). Run in C1CCOC1 (THF). Run at time 3 hour. Product: C(C)(=O)C1=C(C(=C(OCCCSC2=CC=C(C(=O)NCC(=O)O)C=C2)C=C1)CCC)O (4-(3-(4-Acetyl-3-hydroxy-2-propylphenoxy)propylthio)-N-(carboxymethyl)benzamide). RXN SMILES: [C:1]([C:4]1[CH:29]=[CH:28][C:7]([O:8][CH2:9][CH2:10][CH2:11][S:12][C:13]2[CH:27]=[CH:26][C:16]([C:17]([NH:19][CH2:20][C:21](=[O:25])[O:22]CC)=[O:18])=[CH:15][CH:14]=2)=[C:6]([CH2:30][CH2:31][CH3:32])[C:5]=1[OH:33])(=[O:3])[CH3:2].[OH-].[Na+].O>C1COCC1>[C:1]([C:4]1[CH:29]=[CH:28][C:7]([O:8][CH2:9][CH2:10][CH2:11][S:12][C:13]2[CH:27]=[CH:26][C:16]([C:17]([NH:19][CH2:20][C:21]([OH:25])=[O:22])=[O:18])=[CH:15][CH:14]=2)=[C:6]([CH2:30][CH2:31][CH3:32])[C:5]=1[OH:33])(=[O:3])[CH3:2] |f:1.2|. Procedure details: The compound of Example 1 (500 mg, 1.06 mmoles) was taken up in a mixture of THF (10 ml), 1N NaOH (2.2 ml) and water (7.8 ml). The reaction mixture was stirred at room temperature for three hours, then concentrated in vacuo. The residue was taken up in water, filtered, acidified with dilute HCl and extracted with chloroform. The combined chloroform extracts were dried and concentrated in vacuo to afford the title compound which was recrystallized from ethyl acetate/hexane, m.p. 133°-135° (dec.). Reactants: FC(C=1C=CC2=C(NC(O2)=O)C1)(F)F (5-(trifluoromethyl)-1,3-benzoxazol-2(3H)-one), CS(=O)(=O)C1=CC(=C(C=C1)F)Cl (3-Chloro-4-fluorophenyl methyl sulfone). The product is ClC1=C(C=CC(=C1)S(=O)(=O)C)NC1=C(C=CC(=C1)C(F)(F)F)O (2-{[2-Chloro-4-(methylsulfonyl)phenyl]amino}-4-(trifluoromethyl)phenol). Reaction SMILES: [F:1][C:2]([F:14])([F:13])[C:3]1[CH:4]=[CH:5][C:6]2[O:10][C:9](=O)[NH:8][C:7]=2[CH:12]=1.[CH3:15][S:16]([C:19]1[CH:24]=[CH:23]C(F)=[C:21]([Cl:26])[CH:20]=1)(=[O:18])=[O:17]>>[Cl:26][C:21]1[CH:20]=[C:19]([S:16]([CH3:15])(=[O:18])=[O:17])[CH:24]=[CH:23][C:9]=1[NH:8][C:7]1[CH:12]=[C:3]([C:2]([F:14])([F:13])[F:1])[CH:4]=[CH:5][C:6]=1[OH:10]. Procedure: The subtitle compound was prepared by the method of example 60 step (ii) using 5-(trifluoromethyl)-1,3-benzoxazol-2(3H)-one and the product from example 7 step (ii). Starting materials: COC(CCCCCCCN1C(N(C(=C1)C1=CC=CC=C1)C1=CC=C(C=C1)C)=O)=O (8-[3-(4-methylphenyl)-2-oxo-4-phenyl-4-imidazolin-1-yl] caprylic acid methyl ester), [OH-].[Na+] (NaOH). Solvent: CO (methanol). The product is CC1=CC=C(C=C1)N1C(N(C=C1C1=CC=CC=C1)CCCCCCCC(=O)O)=O (8-[3-(4-Methylphenyl)-2-oxo-4-phenyl-4-imidazolin-1-yl] caprylic acid). Reaction SMILES: C[O:2][C:3](=[O:30])[CH2:4][CH2:5][CH2:6][CH2:7][CH2:8][CH2:9][CH2:10][N:11]1[CH:15]=[C:14]([C:16]2[CH:21]=[CH:20][CH:19]=[CH:18][CH:17]=2)[N:13]([C:22]2[CH:27]=[CH:26][C:25]([CH3:28])=[CH:24][CH:23]=2)[C:12]1=[O:29].[OH-].[Na+]>CO>[CH3:28][C:25]1[CH:24]=[CH:23][C:22]([N:13]2[C:14]([C:16]3[CH:21]=[CH:20][CH:19]=[CH:18][CH:17]=3)=[CH:15][N:11]([CH2:10][CH2:9][CH2:8][CH2:7][CH2:6][CH2:5][CH2:4][C:3]([OH:30])=[O:2])[C:12]2=[O:29])=[CH:27][CH:26]=1 |f:1.2|. Procedure: The product is produced as described in example 18 from 18.1 g of 8-[3-(4-methylphenyl)-2-oxo-4-phenyl-4-imidazolin-1-yl] caprylic acid methyl ester and 1.8 g of NaOH in 90 cc. of methanol. Further purification by chromatography on silicic acid gel using chloroform as eluant. RXN SMILES: [CH2:1]([O:5][CH2:6][CH2:7][O:8][C:9]1[CH:14]=[CH:13][C:12]([C:15]2[CH:16]=[CH:17][C:18]3[N:24]([CH2:25][CH:26]([CH3:28])[CH3:27])[CH2:23][CH2:22][C:21]([C:29](O)=[O:30])=[CH:20][C:19]=3[CH:32]=2)=[CH:11][CH:10]=1)[CH2:2][CH2:3][CH3:4].CN(C=O)C.S(Cl)(Cl)=O.[CH3:42][C:43]1[CH:44]=[C:45]([CH:47]=[CH:48][C:49]=1[S:50][CH2:51][C:52]1[N:53]([CH3:57])[CH:54]=[CH:55][N:56]=1)[NH2:46]>O1CCCC1.O.C(N(CC)CC)C>[CH2:1]([O:5][CH2:6][CH2:7][O:8][C:9]1[CH:10]=[CH:11][C:12]([C:15]2[CH:16]=[CH:17][C:18]3[N:24]([CH2:25][CH:26]([CH3:27])[CH3:28])[CH2:23][CH2:22][C:21]([C:29]([NH:46][C:45]4[CH:47]=[CH:48][C:49]([S:50][CH2:51][C:52]5[N:53]([CH3:57])[CH:54]=[CH:55][N:56]=5)=[C:43]([CH3:42])[CH:44]=4)=[O:30])=[CH:20][C:19]=3[CH:32]=2)=[CH:13][CH:14]=1)[CH2:2][CH2:3][CH3:4]. Procedure details: To a solution of 7-[4-(2-butoxyethoxy)phenyl]-1-isobutyl-2,3-dihydro-1-benzazepine-4-carboxylic acid (700 mg) in tetrahydrofuran (15 ml) was added one droplet of DMF. Then, thionyl chloride (0.15 ml) was added to the mixture at 0° C., and the mixture was allowed to be at room temperature and stirred for 1 hour under nitrogen atmosphere. This solution was added to a solution of 3-methyl-4-[[(1-methylimidazol-2-yl)methyl]sulfanyl]aniline (448 mg) and triethylamine (5.8 ml) in tetrahydrofuran (15 m... Product: C(CCC)OCCOC1=CC=C(C=C1)C=1C=CC2=C(C=C(CCN2CC(C)C)C(=O)NC2=CC(=C(C=C2)SCC=2N(C=CN2)C)C)C1 (7-[4-(2-butoxyethoxy)phenyl]-1-isobutyl-N-[3-methyl-4-[[(1-methylimidazol-2-yl)methyl]sulfanyl]phenyl]-2,3-dihydro-1-benzazepine-4-carboxamide). The solvent is O1CCCC1 (tetrahydrofuran), C(C)N(CC)CC (triethylamine), O1CCCC1 (tetrahydrofuran), O (water). Conditions: time 1 hour. Reactants: CC=1C=C(N)C=CC1SCC=1N(C=CN1)C (3-methyl-4-[[(1-methylimidazol-2-yl)methyl]sulfanyl]aniline), C(CCC)OCCOC1=CC=C(C=C1)C=1C=CC2=C(C=C(CCN2CC(C)C)C(=O)O)C1 (7-[4-(2-butoxyethoxy)phenyl]-1-isobutyl-2,3-dihydro-1-benzazepine-4-carboxylic acid), CN(C)C=O (DMF), S(=O)(Cl)Cl (thionyl chloride). The yield is 32.1%. Starting materials: BrC1=CC=C2CC(N(CC2=C1)C1=NC(=NC(=C1)N1CCN(CC1)C)N)C (4-(7-bromo-3-methyl-3,4-dihydroisoquinolin-2(1H)-yl)-6-(4-methylpiperazin-1-yl)pyrimidin-2-amine), CC1(OB(OC1(C)C)C=1C=NN(C1)CCN1CCOCC1)C (4-{2-[4-(4,4,5,5-tetramethyl-1,3,2-dioxaborolan-2-yl)-1H-pyrazol-1-yl]ethyl}morpholine), C([O-])(O)=O.[Na+] (sodium bicarbonate), O1CCOCC1 (1,4-dioxane). The reagents and catalysts are C=1C=CC(=CC1)[P](C=2C=CC=CC2)(C=3C=CC=CC3)[Pd]([P](C=4C=CC=CC4)(C=5C=CC=CC5)C=6C=CC=CC6)([P](C=7C=CC=CC7)(C=8C=CC=CC8)C=9C=CC=CC9)[P](C=1C=CC=CC1)(C=1C=CC=CC1)C=1C=CC=CC1 (tetrakis(triphenylphosphine)palladium(0)). Run in CO (methanol), O (water). Run at temperature 90 celsius, time 8 hour. Product: CC1N(CC2=CC(=CC=C2C1)C=1C=NN(C1)CCN1CCOCC1)C1=NC(=NC(=C1)N1CCN(CC1)C)N (4-[3-methyl-7-[1-(2-morpholin-4-ylethyl)-1H-pyrazol-4-yl]-3,4-dihydroisoquinolin-2(1H)-yl]-6-(4-methylpiperazin-1-yl)pyrimidin-2-amine). The yield is 60.8%. Reaction SMILES: Br[C:2]1[CH:11]=[C:10]2[C:5]([CH2:6][CH:7]([CH3:26])[N:8]([C:12]3[CH:17]=[C:16]([N:18]4[CH2:23][CH2:22][N:21]([CH3:24])[CH2:20][CH2:19]4)[N:15]=[C:14]([NH2:25])[N:13]=3)[CH2:9]2)=[CH:4][CH:3]=1.CC1(C)C(C)(C)OB([C:35]2[CH:36]=[N:37][N:38]([CH2:40][CH2:41][N:42]3[CH2:47][CH2:46][O:45][CH2:44][CH2:43]3)[CH:39]=2)O1.C(=O)(O)[O-].[Na+].O1CCOCC1>CO.C1C=CC([P]([Pd]([P](C2C=CC=CC=2)(C2C=CC=CC=2)C2C=CC=CC=2)([P](C2C=CC=CC=2)(C2C=CC=CC=2)C2C=CC=CC=2)[P](C2C=CC=CC=2)(C2C=CC=CC=2)C2C=CC=CC=2)(C2C=CC=CC=2)C2C=CC=CC=2)=CC=1.O>[CH3:26][CH:7]1[CH2:6][C:5]2[C:10](=[CH:11][C:2]([C:35]3[CH:36]=[N:37][N:38]([CH2:40][CH2:41][N:42]4[CH2:47][CH2:46][O:45][CH2:44][CH2:43]4)[CH:39]=3)=[CH:3][CH:4]=2)[CH2:9][N:8]1[C:12]1[CH:17]=[C:16]([N:18]2[CH2:19][CH2:20][N:21]([CH3:24])[CH2:22][CH2:23]2)[N:15]=[C:14]([NH2:25])[N:13]=1 |f:2.3,^1:65,67,86,105|. Procedure details: A mixture of 4-(7-bromo-3-methyl-3,4-dihydroisoquinolin-2(1H)-yl)-6-(4-methylpiperazin-1-yl)pyrimidin-2-amine (10 mg, 0.02 mmol; Peak 1, Example 49, Step 7), 4-{2-[4-(4,4,5,5-tetramethyl-1,3,2-dioxaborolan-2-yl)-1H-pyrazol-1-yl]ethyl}morpholine (8.8 mg, 0.029 mmol), tetrakis(triphenylphosphine)palladium(0) (1.4 mg, 0.0012 mmol), and sodium bicarbonate (6.0 mg, 0.072 mmol) in a solution of 1,4-dioxane (0.2 mL) and water (0.1 mL) in a reaction vial was stirred at 90° C. overnight. After cooling, i... The reactants are C(C)OC(=O)C=1C=NC2=C(C=CC=C2C1NC1CCCC1)OC (4-cyclopentylamino-8-methoxy-quinoline-3-carboxylic acid ethyl ester), N(=C=O)C1=C(C(=CC=C1)C)C (1-isocyanato-2,3-dimethyl-benzene). Product: C1(CCCC1)N1C(N(C(C=2C=NC=3C(=CC=CC3C21)OC)=O)C2=C(C(=CC=C2)C)C)=O (1-Cyclopentyl-3-(2,3-dimethyl-phenyl)-7-methoxy-1H-pyrimido[5,4-c]quinoline-2,4-dione). Yield: 16.5%. As a reaction SMILES: C(O[C:4]([C:6]1[CH:7]=[N:8][C:9]2[C:14]([C:15]=1[NH:16][CH:17]1[CH2:21][CH2:20][CH2:19][CH2:18]1)=[CH:13][CH:12]=[CH:11][C:10]=2[O:22][CH3:23])=[O:5])C.[N:24]([C:27]1[CH:32]=[CH:31][CH:30]=[C:29]([CH3:33])[C:28]=1[CH3:34])=[C:25]=[O:26]>>[CH:17]1([N:16]2[C:15]3[C:14]4[CH:13]=[CH:12][CH:11]=[C:10]([O:22][CH3:23])[C:9]=4[N:8]=[CH:7][C:6]=3[C:4](=[O:5])[N:24]([C:27]3[CH:32]=[CH:31][CH:30]=[C:29]([CH3:33])[C:28]=3[CH3:34])[C:25]2=[O:26])[CH2:21][CH2:20][CH2:19][CH2:18]1. Reported procedure: 1-Cyclopentyl-3-(2,3-dimethyl-phenyl)-7-methoxy-1H-pyrimido[5,4-c]quinoline-2,4-dione (22 mg) was prepared from 4-cyclopentylamino-8-methoxy-quinoline-3-carboxylic acid ethyl ester (0.32 mmol) and 1-isocyanato-2,3-dimethyl-benzene (0.48 mmol) following general procedure C. LCMS: m/z 416 [M+1]+.